Dataset: the Open Reaction Database (ORD), a public repository of structured organic reaction records. Task: describe an organic reaction: reactants, conditions, products, and yield Reaction SMILES: [NH2:1][C:2]1[CH:7]=[CH:6][C:5]([Cl:8])=[CH:4][C:3]=1[C:9]([C:11]1[CH:16]=[CH:15][CH:14]=[CH:13][C:12]=1[Cl:17])=[O:10].[BH4-].[Na+]>C(O)C.C(OCC)(=O)C>[NH2:1][C:2]1[CH:7]=[CH:6][C:5]([Cl:8])=[CH:4][C:3]=1[CH:9]([C:11]1[CH:16]=[CH:15][CH:14]=[CH:13][C:12]=1[Cl:17])[OH:10] |f:1.2|. Procedure details: To 20 g of (2-amino-5-chlorophenyl)(2-chlorophenyl)methanone dissolved in 80 ml of ethanol are introduced portionwise 8.6 g of sodium borohydride, and the mixture is left for 18 hours at room temperature. The reaction medium is taken up in ethyl acetate and washed with water. The organic phase is dried over anhydrous sodium sulfate and concentrated to give 21.63 g of the expected product. Reaction conditions: time 18 hour. Solvent: C(C)O (ethanol), C(C)(=O)OCC (ethyl acetate). Product: NC1=C(C=C(C=C1)Cl)C(O)C1=C(C=CC=C1)Cl ((2-amino-5-chlorophenyl)(2-chlorophenyl)methanol). The reactants are NC1=C(C=C(C=C1)Cl)C(=O)C1=C(C=CC=C1)Cl ((2-amino-5-chlorophenyl)(2-chlorophenyl)methanone), [BH4-].[Na+] (sodium borohydride). Isolated yield 107.3%. Starting materials: CC1(CC(CC(C1)(C)CN=C=O)N=C=O)C (IPDI), C(C=C)(=O)OCCCO (hydroxypropyl acrylate), polyether diol. Product: C(C=C)(=O)O.NC(=O)OCC (urethane acrylate). As a reaction SMILES: CC1(C)CC(C[N:10]=C=O)(C)CC(N=C=O)C1.[C:17]([O:21][CH2:22][CH2:23]CO)(=[O:20])[CH:18]=[CH2:19]>>[C:17]([OH:21])(=[O:20])[CH:18]=[CH2:19].[NH2:10][C:17]([O:21][CH2:22][CH3:23])=[O:20] |f:2.3|. Procedure details: A urethane acrylate was prepared with IPDI, hydroxypropyl acrylate and a 1000 MW polyether diol in an equivalent ratio of 3/2/1. The reaction product was a clear, colorless liquid. At 25° C. the viscosity was 8,000 cps. Conditions: time 18 hour. Procedure: To 1 g of (2-amino-5-chlorophenyl)(3-methoxyphenyl)methanol dissolved in 6 ml of pyridine are added, at room temperature, 1.08 g of 3,4-dimethoxybenzenesulfonyl chloride. After 18 hours, the reaction medium is taken up in ethyl acetate and washed with water. The organic phase is dried over anhydrous sodium sulfate and concentrated. The residue is chromatographed on a column of silica gel, eluting with dichloromethane to give 1.65 g of the expected product. Isolated yield 93.8%. The solvent is N1=CC=CC=C1 (pyridine), C(C)(=O)OCC (ethyl acetate). Product: ClC1=CC(=C(C=C1)NS(=O)(=O)C1=CC(=C(C=C1)OC)OC)C(O)C1=CC(=CC=C1)OC (N-{4-chloro-2-[(3-methoxyphenyl)(hydroxy)methyl]phenyl}-3,4-dimethoxybenzenesulfonamide). Reactants: NC1=C(C=C(C=C1)Cl)C(O)C1=CC(=CC=C1)OC ((2-amino-5-chlorophenyl)(3-methoxyphenyl)methanol), COC=1C=C(C=CC1OC)S(=O)(=O)Cl (3,4-dimethoxybenzenesulfonyl chloride). Reaction SMILES: [NH2:1][C:2]1[CH:7]=[CH:6][C:5]([Cl:8])=[CH:4][C:3]=1[CH:9]([C:11]1[CH:16]=[CH:15][CH:14]=[C:13]([O:17][CH3:18])[CH:12]=1)[OH:10].[CH3:19][O:20][C:21]1[CH:22]=[C:23]([S:29](Cl)(=[O:31])=[O:30])[CH:24]=[CH:25][C:26]=1[O:27][CH3:28]>N1C=CC=CC=1.C(OCC)(=O)C>[Cl:8][C:5]1[CH:6]=[CH:7][C:2]([NH:1][S:29]([C:23]2[CH:24]=[CH:25][C:26]([O:27][CH3:28])=[C:21]([O:20][CH3:19])[CH:22]=2)(=[O:31])=[O:30])=[C:3]([CH:9]([C:11]2[CH:16]=[CH:15][CH:14]=[C:13]([O:17][CH3:18])[CH:12]=2)[OH:10])[CH:4]=1. Reactants: C(#N)[BH3-].[Na+] (sodium cyanoborohydride), C(C)(C)N (Isopropylamine), COC1=C(C(=NC=C1C)CN1N=C2C=3C(CC(C3CSN=C2N(C(=O)OC(C)(C)C)C(=O)OC(C)(C)C)=O)=N1)C (Di-tert-butyl {2-[(4-methoxy-3,5-dimethylpyridin-2-yl)methyl]-8-oxo-2,7,8,9-tetrahydro-6-thia-1,2,3,5-tetraazabenzo[cd]azulen-4-yl}imidodicarbonate), O1CCCC1 (tetrahydrofuran). Run in CO (methanol), C(C)(=O)O (acetic acid), CO (methanol). Conditions: time 2 hour. Product: C(C)(C)NC1CC=2C=3C(C(=NSCC13)N)=NN(N2)CC2=NC=C(C(=C2C)OC)C (N8-Isopropyl-2-[(4-methoxy-3,5-dimethylpyridin-2-yl)methyl]-2,7,8,9-tetrahydro-6-thia-1,2,3,5-tetraazabenzo[cd]azulene-4,8-diamine). The yield is 29.0%. RXN SMILES: [CH:1]([NH2:4])([CH3:3])[CH3:2].[CH3:5][O:6][C:7]1[C:12]([CH3:13])=[CH:11][N:10]=[C:9]([CH2:14][N:15]2[N:43]=[C:19]3[CH2:20][C:21](=O)[C:22]4[CH2:23][S:24][N:25]=[C:26]([N:27](C(OC(C)(C)C)=O)C(OC(C)(C)C)=O)[C:17]([C:18]=43)=[N:16]2)[C:8]=1[CH3:44].O1CCCC1.C([BH3-])#N.[Na+]>CO.C(O)(=O)C>[CH:1]([NH:4][CH:21]1[C:22]2[CH2:23][S:24][N:25]=[C:26]([NH2:27])[C:17]3=[N:16][N:15]([CH2:14][C:9]4[C:8]([CH3:44])=[C:7]([O:6][CH3:5])[C:12]([CH3:13])=[CH:11][N:10]=4)[N:43]=[C:19]([C:18]=23)[CH2:20]1)([CH3:3])[CH3:2] |f:3.4|. Procedure: Isopropylamine (5.5 μl) was added to a mixture composed of di-tert-butyl {2-[(4-methoxy-3,5-dimethylpyridin-2-yl)methyl]-8-oxo-2,7,8,9-tetrahydro-6-thia-1,2,3,5-tetraazabenzo[cd]azulen-4-yl}imidodicarbonate of Example 40 (30 mg), methanol (0.4 ml), tetrahydrofuran (0.2 ml) and acetic acid (12 μl), and then the mixture was stirred at room temperature for two hours. A solution of sodium cyanoborohydride (10 mg) in methanol (0.4 ml) was added to the reaction mixture, followed by stirring at room te... Starting materials: CNCCC (N-methylpropan-1-amine), BrCCCCCOC=1C(=CC=C2C(=CC(OC12)=O)NC1=C(C=NC=C1Cl)Cl)OC (8-(5-Bromopentyloxy)-4-(3,5-dichloropyridin-4-ylamino)-7-methoxy-2H-chromen-2-one). Yields the product ClC=1C=NC=C(C1NC1=CC(OC2=C(C(=CC=C12)OC)OCCCCCN(CCC)C)=O)Cl (4-(3,5-Dichloropyridin-4-ylamino)-7-methoxy-8-(5-(methyl(propyl)amino)pentyloxy)-2H-chromen-2-one). As a reaction SMILES: [CH3:1][NH:2][CH2:3][CH2:4][CH3:5].Br[CH2:7][CH2:8][CH2:9][CH2:10][CH2:11][O:12][C:13]1[C:14]([O:33][CH3:34])=[CH:15][CH:16]=[C:17]2[C:22]=1[O:21][C:20](=[O:23])[CH:19]=[C:18]2[NH:24][C:25]1[C:30]([Cl:31])=[CH:29][N:28]=[CH:27][C:26]=1[Cl:32]>>[Cl:32][C:26]1[CH:27]=[N:28][CH:29]=[C:30]([Cl:31])[C:25]=1[NH:24][C:18]1[C:17]2[C:22](=[C:13]([O:12][CH2:11][CH2:10][CH2:9][CH2:8][CH2:7][N:2]([CH3:1])[CH2:3][CH2:4][CH3:5])[C:14]([O:33][CH3:34])=[CH:15][CH:16]=2)[O:21][C:20](=[O:23])[CH:19]=1. Procedure: The title compound was prepared from N-methylpropan-1-amine and 8-(5-bromopentyloxy)-4-(3,5-dichloropyridin-4-ylamino)-7-methoxy-2H-chromen-2-one (Example 28) following the procedure outlined in Example 52. 1H NMR (400 MHz, DMSO-d6): δ 9.42 (br s, 1H), 8.58 (s, 2H), 7.86 (d, 1H), 7.06 (d, 1H), 4.24 (br s, 1H), 3.97 (t, 2H), 3.87 (s, 3H), 2.75-2.40 (br, 4H), 2.38 (br s, 3H), 1.70 (m, 2H), 1.60 (m, 2H), 1.49 (m, 4H), 0.83 (t, 3H); MS (ESI): 494.0. Reactants: [K+].ClC1=CC(=C(C=C1C)NCC(=O)[O-])[N+](=O)[O-] (N-(4′-chloro-5′-methyl-2′-nitrophenyl)glycine potassium salt), S(=O)([O-])S(=O)[O-].[Na+].[Na+] (sodium dithionite). Run in O (water). Reaction conditions: temperature 80 celsius, time 1 hour. Product: ClC1=C(C=C2NCC(NC2=C1)=O)C (7-Chloro-3,4-dihydro-6-methylquinoxaline-2(1H)-one). Yield: 87.6%. RXN SMILES: [K+].[Cl:2][C:3]1[C:8]([CH3:9])=[CH:7][C:6]([NH:10][CH2:11][C:12]([O-])=[O:13])=[C:5]([N+:15]([O-])=O)[CH:4]=1.S(S([O-])=O)([O-])=O.[Na+].[Na+]>O>[Cl:2][C:3]1[CH:4]=[C:5]2[C:6]([NH:10][CH2:11][C:12](=[O:13])[NH:15]2)=[CH:7][C:8]=1[CH3:9] |f:0.1,2.3.4|. Procedure: To a stirred bright orange solution of N-(4′-chloro-5′-methyl-2′-nitrophenyl)glycine potassium salt (0.097 g, 0.36 mmol) in water (5.0 mL) at 80° C., sodium dithionite (0.500 g, 2.87 mmol) was added in two equal portions. It instantly formed a white suspension, which was stirred at 80° C. for 1 h. It was then cooled at room temperature and the solid was vacuum filtered, washed with water (5.0 mL), and dried in vacuo to yield 0.062 g (86%) of the title compound as a white powder; 1H NMR (DMSO-d6)... Starting materials: CC(=O)[O-], [K+], [NH4+], [OH-], Cc1nc(Oc2ccccc2)c2nc(C)n(CCOCC=Cc3ccccc3)c2c1C. Yields the product Cc1nc(N)c2nc(C)n(CCOCC=Cc3ccccc3)c2c1C. RXN SMILES: [CH3:33][C:34](=[O:35])[O-:36].[K+:38].[NH4+:32].[OH-:37].[c:1]1([CH:7]=[CH:8][CH2:9][O:10][CH2:11][CH2:12][n:13]2[c:14]([CH3:31])[n:15][c:16]3[c:17]([O:24][c:25]4[cH:26][cH:27][cH:28][cH:29][cH:30]4)[n:18][c:19]([CH3:23])[c:20]([CH3:22])[c:21]23)[cH:2][cH:3][cH:4][cH:5][cH:6]1>>[c:1]1([CH:7]=[CH:8][CH2:9][O:10][CH2:11][CH2:12][n:13]2[c:14]([CH3:31])[n:15][c:16]3[c:17]([NH2:32])[n:18][c:19]([CH3:23])[c:20]([CH3:22])[c:21]23)[cH:2][cH:3][cH:4][cH:5][cH:6]1.